This data is from the Open Reaction Database (ORD), a public repository of structured organic reaction records. The task is: describe an organic reaction: reactants, conditions, products, and yield Starting materials: BrC1=C(C=C(C=C1)F)C (2-bromo-5-fluorotoluene), [Mg] (magnesium), [NH4+].[Cl-] (NH4Cl), COC1=C(C=NC(C)C)C=CC=C1 (N-(2-methoxybenzylidene)isopropylamin), Grignard reagent. The solvent is C1CCOC1 (THF), C1CCOC1 (THF). Reaction conditions: time 1 hour. Yields the product FC1=CC(=C(C=C1)C1=C(C=CC=C1)C=NC(C)C)C ((4′-fluoro-2′-methyl-biphenyl-2-ylmethylene)-isopropyl-amine). Isolated yield 100.7%. Reaction SMILES: CO[C:3]1[CH:13]=[CH:12][CH:11]=[CH:10][C:4]=1[CH:5]=[N:6][CH:7]([CH3:9])[CH3:8].Br[C:15]1[CH:20]=[CH:19][C:18]([F:21])=[CH:17][C:16]=1[CH3:22].[Mg].[NH4+].[Cl-]>C1COCC1>[F:21][C:18]1[CH:19]=[CH:20][C:15]([C:3]2[CH:13]=[CH:12][CH:11]=[CH:10][C:4]=2[CH:5]=[N:6][CH:7]([CH3:9])[CH3:8])=[C:16]([CH3:22])[CH:17]=1 |f:3.4|. Procedure details: A solution of 14.57 g (81 mmol) N-(2-methoxybenzylidene)isopropylamin in 50 ml THF was added dropwise to a Grignard reagent prepared from 18.01 g (90 mmol) 2-bromo-5-fluorotoluene and 2.19 g (90 mmol) magnesium turnings in 50 ml THF. The mixture was heated at reflux for 12 hrs. The mixture was poured with vigorous stirring into an aqueous solution of NH4Cl (25 %) and stirred for 1 h. Extraction with CH2Cl2, drying (Na2SO4) and evaporation gave 20.83 g (98%) (4′-fluoro-2′-methyl-biphenyl-2-ylmeth... Starting materials: BrC=1SC=CC1C1=NC=CC(=C1)Cl (2-(2-bromo-thiophen-3-yl)-4-chloro-pyridine), [Li]CCCC (n-BuLi), [NH4+].[Cl-] (NH4Cl), CI (MeI). The solvent is CCOCC (Et2O). Conditions: temperature -78 celsius, time 10 minute. Product: ClC1=CC(=NC=C1)C1=C(SC=C1)C (4-chloro-2-(2-methyl-thiophen-3-yl)-pyridine). Reaction SMILES: Br[C:2]1[S:3][CH:4]=[CH:5][C:6]=1[C:7]1[CH:12]=[C:11]([Cl:13])[CH:10]=[CH:9][N:8]=1.[Li][CH2:15]CCC.CI.[NH4+].[Cl-]>CCOCC>[Cl:13][C:11]1[CH:10]=[CH:9][N:8]=[C:7]([C:6]2[CH:5]=[CH:4][S:3][C:2]=2[CH3:15])[CH:12]=1 |f:3.4|. Procedure: To a solution of 2-(2-bromo-thiophen-3-yl)-4-chloro-pyridine (80 mg, 0.3 mmol) in Et2O (3 mL) at −78° C. was added n-BuLi (1.6 M in hexanes, 0.2 mL). After 10 min, MeI (70 mg, 0.5 mmol) was added. The resulting mixture was maintained at −78° C. for 2 h, then was warmed to room temperature and stirred for 3 h. The reaction mixture was treated with 2 M aqueous NH4Cl and extracted with EtOAc. The organic layer was dried and concentrated to yield a residue. The residue was purified by preparative TL... The reactants are ClC1=C2C=CN(C2=CC=C1)CC1=CC=CC=C1 (4-chloro-1-benzyl-1H-indole), O1CCCC1 (tetrahydrofuran), O1CCCC1 (tetrahydrofuran), [Mg] (magnesium), O1CCCC1 (tetrahydrofuran). The solvent is BrCCBr (1,2-dibromoethane). Reaction conditions: temperature 30 celsius. The product is [Mg] (magnesium), C(C1=CC=CC=C1)N1CC(CCC1)=O (N-benzyl-3-piperidone). As a reaction SMILES: [Mg:1].Cl[C:3]1[CH:11]=[CH:10][CH:9]=[C:8]2C=1C=C[N:7]2[CH2:12][C:13]1[CH:18]=[CH:17][CH:16]=[CH:15][CH:14]=1.[O:19]1CCCC1>BrCCBr>[Mg:1].[CH2:12]([N:7]1[CH2:3][CH2:11][CH2:10][C:9](=[O:19])[CH2:8]1)[C:13]1[CH:18]=[CH:17][CH:16]=[CH:15][CH:14]=1. Procedure details: A mixture of 113 g of magnesium in 200 ml of tetrahydrofuran was refluxed while a solution of 184 g of the product of Step A in 20 ml of 1,2-dibromoethane and 300 ml of tetrahydrofuran were added slowly thereto and the mixture was then refluxed for 3 hours and cooled to 30° C. to obtain a magnesium solution to which a solution of 128 g of N-benzyl-3-piperidone in 250 ml of tetrahydrofuran was added while keeping the temperature below 35° C. The mixture was refluxed for 2 hours and then was coole... Starting materials: CC(C)(C)OC(=O)CBr, O=C([O-])O, CCO, NC1CCCCC1, [Na+]. Yields the product CC(C)(C)OC(=O)CNC1CCCCC1. RXN SMILES: [Br:13][CH2:14][C:15](=[O:16])[O:17][C:18]([CH3:19])([CH3:20])[CH3:21].[C:8](=[O:9])([OH:10])[O-:11].[CH3:22][CH2:23][OH:24].[NH2:1][CH:2]1[CH2:3][CH2:4][CH2:5][CH2:6][CH2:7]1.[Na+:12]>>[NH:1]([CH:2]1[CH2:3][CH2:4][CH2:5][CH2:6][CH2:7]1)[CH2:14][C:15](=[O:16])[O:17][C:18]([CH3:19])([CH3:20])[CH3:21]. Reactants: ClCCl, CCOC(C)=O, Cl, CCOC(=O)Cc1csc(N)n1, O, CS(=O)(=O)Cl, c1ccncc1. Yields the product CCOC(=O)Cc1csc(NS(C)(=O)=O)n1. RXN SMILES: [CH2:25]([Cl:26])[Cl:27].[CH3:28][CH2:29][O:30][C:31](=[O:32])[CH3:33].[ClH:24].[NH2:1][c:2]1[s:3][cH:4][c:5]([CH2:7][C:8](=[O:9])[O:10][CH2:11][CH3:12])[n:6]1.[OH2:34].[S:19](=[O:20])(=[O:21])([CH3:22])[Cl:23].[cH:13]1[cH:14][cH:15][n:16][cH:17][cH:18]1>>[NH:1]([c:2]1[s:3][cH:4][c:5]([CH2:7][C:8](=[O:9])[O:10][CH2:11][CH3:12])[n:6]1)[S:19](=[O:20])(=[O:21])[CH3:22]. Reactants: S(O)(O)(=O)=O (sulfuric acid), ClC1=CC=C(C=CC(=O)O)C=C1 (p-chlorocinnamic acid), C([O-])(O)=O.[Na+] (sodium bicarbonate). Solvent: CO (methanol). Product: ClC1=CC=C(C=CC(=O)OC)C=C1 (methyl p-chlorocinnamate). Reaction SMILES: [Cl:1][C:2]1[CH:12]=[CH:11][C:5]([CH:6]=[CH:7][C:8]([OH:10])=[O:9])=[CH:4][CH:3]=1.S(=O)(=O)(O)O.[C:18](=O)(O)[O-].[Na+]>CO>[Cl:1][C:2]1[CH:3]=[CH:4][C:5]([CH:6]=[CH:7][C:8]([O:10][CH3:18])=[O:9])=[CH:11][CH:12]=1 |f:2.3|. Procedure: 25.9 g of p-chlorocinnamic acid was dissolved in 250 ml of methanol, to the solution was added 1.5 ml of concentrated sulfuric acid, and the mixture was refluxed for 2 hours. The reaction mixture was poured on ice, and the mixture was alkalized with sodium bicarbonate and extracted twice with 1000 ml of chloroform. The extract was washed with a saturated sodium chloride aqueous solution, dried over magnesium sulfate and evaporated to remove the solvent under a reduced pressure, and resulting res...